This data is from the Open Reaction Database (ORD), a public repository of structured organic reaction records. The task is: describe an organic reaction: reactants, conditions, products, and yield The reactants are O=C(Cl)C(=O)Cl, ClCCl, CCN(C=O)CC, O=C(O)CCC(F)(F)F. Product: O=C(Cl)CCC(F)(F)F. Reaction SMILES: [C:8]([C:9](=[O:10])[Cl:11])([Cl:12])=[O:13].[CH2:23]([Cl:24])[Cl:25].[CH:1]([N:2]([CH2:3][CH3:4])[CH2:5][CH3:6])=[O:7].[F:14][C:15]([CH2:16][CH2:17][C:18]([OH:19])=[O:20])([F:21])[F:22]>>[CH2:8]([C:9](=[O:10])[Cl:11])[CH2:16][C:15]([F:14])([F:21])[F:22]. The reactants are CC(C)(C)OC(=O)NCc1ccnc(C2(NC(=O)C3(NC(=O)c4cnc5n4C(C)(Cc4ccc(C#N)cc4)C(=O)N5c4cc(Cl)cc(Cl)c4)CC3)CC2)c1, CO, ClCCl, ClCCl, O=C(O)C(F)(F)F. The product is CC1(Cc2ccc(C#N)cc2)C(=O)N(c2cc(Cl)cc(Cl)c2)c2ncc(C(=O)NC3(C(=O)NC4(c5cc(CN)ccn5)CC4)CC3)n21. RXN SMILES: [C:1]([O:2][C:3](=[O:4])[NH:7][CH2:8][c:9]1[cH:10][c:11]([C:15]2([NH:18][C:19](=[O:20])[C:21]3([NH:24][C:25](=[O:26])[c:27]4[cH:28][n:29][c:30]5[n:31]4[C:32]([CH3:44])([CH2:45][c:46]4[cH:47][cH:48][c:49]([C:52]#[N:53])[cH:50][cH:51]4)[C:33](=[O:43])[N:34]5[c:35]4[cH:36][c:37]([Cl:42])[cH:38][c:39]([Cl:41])[cH:40]4)[CH2:22][CH2:23]3)[CH2:16][CH2:17]2)[n:12][cH:13][cH:14]1)([CH3:5])([CH3:6])[CH3:54].[CH3:65][OH:66].[Cl:55][CH2:56][Cl:57].[Cl:67][CH2:68][Cl:69].[F:58][C:59]([F:60])([F:61])[C:62]([OH:63])=[O:64]>>[NH2:7][CH2:8][c:9]1[cH:10][c:11]([C:15]2([NH:18][C:19](=[O:20])[C:21]3([NH:24][C:25](=[O:26])[c:27]4[cH:28][n:29][c:30]5[n:31]4[C:32]([CH3:44])([CH2:45][c:46]4[cH:47][cH:48][c:49]([C:52]#[N:53])[cH:50][cH:51]4)[C:33](=[O:43])[N:34]5[c:35]4[cH:36][c:37]([Cl:42])[cH:38][c:39]([Cl:41])[cH:40]4)[CH2:22][CH2:23]3)[CH2:16][CH2:17]2)[n:12][cH:13][cH:14]1.